Task: describe an organic reaction: reactants, conditions, products, and yield. Dataset: the Open Reaction Database (ORD), a public repository of structured organic reaction records Reactants: C1CCOC1, C[Mg+], [Cl-], [I-], CC1=[N+](C)CCc2ccc(N)cc21, O. Product: CN1CCc2ccc(N)cc2C1(C)C. RXN SMILES: [CH2:19]1[O:20][CH2:21][CH2:22][CH2:23]1.[CH3:16][Mg+:17].[Cl-:15].[I-:1].[NH2:2][c:3]1[cH:4][cH:5][c:6]2[c:11]([cH:12]1)[C:10]([CH3:13])=[N+:9]([CH3:14])[CH2:8][CH2:7]2.[OH2:18]>>[NH2:2][c:3]1[cH:4][cH:5][c:6]2[c:11]([cH:12]1)[C:10]([CH3:13])([CH3:16])[N:9]([CH3:14])[CH2:8][CH2:7]2.